This data is from the Open Reaction Database (ORD), a public repository of structured organic reaction records. The task is: describe an organic reaction: reactants, conditions, products, and yield The reactants are C, O=C(O)c1cc(F)cc(C(=O)NCC(F)(F)F)c1OCc1ccccc1, CCO, [Pd]. The product is O=C(O)c1cc(F)cc(C(=O)NCC(F)(F)F)c1O. RXN SMILES: [C:30].[CH2:1]([c:2]1[cH:3][cH:4][cH:5][cH:6][cH:7]1)[O:8][c:9]1[c:10]([C:11](=[O:12])[OH:13])[cH:14][c:15]([F:26])[cH:16][c:17]1[C:18]([NH:19][CH2:20][C:21]([F:22])([F:23])[F:24])=[O:25].[CH3:27][CH2:28][OH:29].[Pd:31]>>[OH:8][c:9]1[c:10]([C:11](=[O:12])[OH:13])[cH:14][c:15]([F:26])[cH:16][c:17]1[C:18]([NH:19][CH2:20][C:21]([F:22])([F:23])[F:24])=[O:25].